Task: describe an organic reaction: reactants, conditions, products, and yield. Dataset: the Open Reaction Database (ORD), a public repository of structured organic reaction records The reactants are C(CCCCC)N(C(=O)C=1C(NC2=CC=CC=C2C1)=O)CCCCCC (N,N-dihexyl-1,2-dihydro-2-oxoquinoline-3-carboxamide), [H-].[Na+] (sodium hydride), O (water), N1=CC(=CC=C1)CCl (3-picolyl chloride). The solvent is CN(C=O)C (N,N-dimethylformamide). Yields the product C(CCCCC)N(C(=O)C=1C(N(C2=CC=CC=C2C1)CC=1C=NC=CC1)=O)CCCCCC (N,N-dihexyl-1-(3-picolyl)-1,2-dihydro-2-oxoquinoline-3-carboxamide). Isolated yield 37.1%. As a reaction SMILES: [CH2:1]([N:7]([CH2:21][CH2:22][CH2:23][CH2:24][CH2:25][CH3:26])[C:8]([C:10]1[C:11](=[O:20])[NH:12][C:13]2[C:18]([CH:19]=1)=[CH:17][CH:16]=[CH:15][CH:14]=2)=[O:9])[CH2:2][CH2:3][CH2:4][CH2:5][CH3:6].[H-].[Na+].[N:29]1[CH:34]=[CH:33][CH:32]=[C:31]([CH2:35]Cl)[CH:30]=1.O>CN(C)C=O>[CH2:21]([N:7]([CH2:1][CH2:2][CH2:3][CH2:4][CH2:5][CH3:6])[C:8]([C:10]1[C:11](=[O:20])[N:12]([CH2:35][C:31]2[CH:30]=[N:29][CH:34]=[CH:33][CH:32]=2)[C:13]2[C:18]([CH:19]=1)=[CH:17][CH:16]=[CH:15][CH:14]=2)=[O:9])[CH2:22][CH2:23][CH2:24][CH2:25][CH3:26] |f:1.2|. Procedure details: To a solution of 1.01 g of N,N-dihexyl-1,2-dihydro-2-oxoquinoline-3-carboxamide in 13 ml of N,N-dimethylformamide was added 136 mg of 60% sodium hydride/oil, followed by stirring at room temperature for an hour. To the reaction solution was added 434 mg of 3-picolyl chloride, followed by stirring at room temperature for 4 hours. The reaction mixture was poured into water and extracted with ethyl acetate, and the extract was washed with water, a saturated aqueous sodium bicarbonate solution and a...